From a dataset of the Open Reaction Database (ORD), a public repository of structured organic reaction records. describe an organic reaction: reactants, conditions, products, and yield The reactants are C(#N)CC1(CN(C1)C=1N=CC(=NC1)C(=O)OC)N1N=CC(=C1)C=1C2=C(N=CN1)N(C=C2)COCC[Si](C)(C)C (methyl 5-{3-(cyanomethyl)-3-[4-(7-{[2-(trimethylsilyl)ethoxy]-methyl}-7H-pyrrolo[2,3-d]pyrimidin-4-yl)-1H-pyrazol-1-yl]azetidin-1-yl}pyrazine-2-carboxylate), O.[OH-].[Li+] (lithium hydroxide monohydrate), Cl (HCl). Run in CO (methanol), O (water). Conditions: temperature 30 celsius, time 8 hour. The product is C(#N)CC1(CN(C1)C=1N=CC(=NC1)C(=O)O)N1N=CC(=C1)C=1C2=C(N=CN1)N(C=C2)COCC[Si](C)(C)C (5-{3-(cyanomethyl)-3-[4-(7-{[2-(trimethylsilyl)ethoxy]methyl}-7H-pyrrolo[2,3-d]pyrimidin-4-yl)-1H-pyrazol-1-yl]azetidin-1-yl}pyrazine-2-carboxylic acid). The yield is 82.5%. As a reaction SMILES: [C:1]([CH2:3][C:4]1([N:18]2[CH:22]=[C:21]([C:23]3[C:24]4[CH:31]=[CH:30][N:29]([CH2:32][O:33][CH2:34][CH2:35][Si:36]([CH3:39])([CH3:38])[CH3:37])[C:25]=4[N:26]=[CH:27][N:28]=3)[CH:20]=[N:19]2)[CH2:7][N:6]([C:8]2[N:9]=[CH:10][C:11]([C:14]([O:16]C)=[O:15])=[N:12][CH:13]=2)[CH2:5]1)#[N:2].O.[OH-].[Li+].Cl>CO.O>[C:1]([CH2:3][C:4]1([N:18]2[CH:22]=[C:21]([C:23]3[C:24]4[CH:31]=[CH:30][N:29]([CH2:32][O:33][CH2:34][CH2:35][Si:36]([CH3:37])([CH3:39])[CH3:38])[C:25]=4[N:26]=[CH:27][N:28]=3)[CH:20]=[N:19]2)[CH2:7][N:6]([C:8]2[N:9]=[CH:10][C:11]([C:14]([OH:16])=[O:15])=[N:12][CH:13]=2)[CH2:5]1)#[N:2] |f:1.2.3|. Procedure details: A mixture of methyl 5-{3-(cyanomethyl)-3-[4-(7-{[2-(trimethylsilyl)ethoxy]-methyl}-7H-pyrrolo[2,3-d]pyrimidin-4-yl)-1H-pyrazol-1-yl]azetidin-1-yl}pyrazine-2-carboxylate (0.31 g, 0.57 mmol), lithium hydroxide monohydrate (0.060 g, 1.4 mmol) in methanol (6.0 mL) and water (2.5 mL) was stirred at 30° C. overnight. The mixture was adjusted to pH=4 with aqueous HCl, and concentrated under reduced pressure to remove MeOH. The resulted solid was filtered, washed with water and ether, and then dried in ... Starting materials: COc1cc(-c2ccccc2)cc2nccn12, CC#N, CCOC(C)=O, O=C1CCC(=O)N1I. Product: COc1cc(-c2ccccc2)cc2ncc(I)n12. RXN SMILES: [CH3:1][O:2][c:3]1[cH:4][c:5](-[c:12]2[cH:13][cH:14][cH:15][cH:16][cH:17]2)[cH:6][c:7]2[n:8]1[cH:9][cH:10][n:11]2.[CH3:26][C:27]#[N:28].[CH3:29][CH2:30][O:31][C:32](=[O:33])[CH3:34].[I:18][N:19]1[C:20](=[O:21])[CH2:22][CH2:23][C:24]1=[O:25]>>[CH3:1][O:2][c:3]1[cH:4][c:5](-[c:12]2[cH:13][cH:14][cH:15][cH:16][cH:17]2)[cH:6][c:7]2[n:8]1[c:9]([I:18])[cH:10][n:11]2. Reactants: COc1ccc(C2CCCC3CCC(I)C(=O)N32)cc1, CCOP(OCC)OCC. Yields the product CCOP(=O)(OCC)C1CCC2CCCC(c3ccc(OC)cc3)N2C1=O. RXN SMILES: [I:1][CH:2]1[CH2:3][CH2:4][CH:5]2[CH2:6][CH2:7][CH2:8][CH:9]([c:13]3[cH:14][cH:15][c:16]([O:19][CH3:20])[cH:17][cH:18]3)[N:10]2[C:11]1=[O:12].[P:21]([O:22][CH2:23][CH3:24])([O:25][CH2:26][CH3:27])[O:28][CH2:29][CH3:30]>>[CH:2]1([P:21]([O:22][CH2:23][CH3:24])([O:25][CH2:26][CH3:27])=[O:28])[CH2:3][CH2:4][CH:5]2[CH2:6][CH2:7][CH2:8][CH:9]([c:13]3[cH:14][cH:15][c:16]([O:19][CH3:20])[cH:17][cH:18]3)[N:10]2[C:11]1=[O:12]. Starting materials: BrC1=CC=C(C=C1)[C@H](C)N1C(O[C@@](CC1)(CCCO)C1=CC=C(C=C1)F)=O ((R)-3-((S)-1-(4-bromophenyl)ethyl)-6-(4-fluorophenyl)-6-(3-hydroxypropyl)-1,3-oxazinan-2-one), COC(=O)C=1C=C(C=NC1)B(O)O (5-(methoxycarbonyl)pyridin-3-ylboronic acid), C(=O)([O-])[O-].[Cs+].[Cs+] (Cs2CO3). Reagents/catalysts: Cl[Pd]([P](C1=CC=CC=C1)(C2=CC=CC=C2)C3=CC=CC=C3)([P](C4=CC=CC=C4)(C5=CC=CC=C5)C6=CC=CC=C6)Cl (PdCl2(PPh3)2). Run in O1CCOCC1 (1,4-dioxane). Conditions: temperature 100 celsius. The product is FC1=CC=C(C=C1)[C@]1(CCN(C(O1)=O)[C@@H](C)C1=CC=C(C=C1)C=1C=NC=C(C(=O)OC)C1)CCCO (methyl 5-(4-((S)-1-((R)-6-(4-fluorophenyl)-6-(3-hydroxypropyl)-2-oxo-1,3-oxazinan-3-yl)ethyl)phenyl)nicotinate). The yield is 74.4%. Reaction SMILES: Br[C:2]1[CH:7]=[CH:6][C:5]([C@@H:8]([N:10]2[CH2:15][CH2:14][C@@:13]([C:20]3[CH:25]=[CH:24][C:23]([F:26])=[CH:22][CH:21]=3)([CH2:16][CH2:17][CH2:18][OH:19])[O:12][C:11]2=[O:27])[CH3:9])=[CH:4][CH:3]=1.[CH3:28][O:29][C:30]([C:32]1[CH:33]=[C:34](B(O)O)[CH:35]=[N:36][CH:37]=1)=[O:31].C([O-])([O-])=O.[Cs+].[Cs+]>O1CCOCC1.Cl[Pd](Cl)([P](C1C=CC=CC=1)(C1C=CC=CC=1)C1C=CC=CC=1)[P](C1C=CC=CC=1)(C1C=CC=CC=1)C1C=CC=CC=1>[F:26][C:23]1[CH:24]=[CH:25][C:20]([C@:13]2([CH2:16][CH2:17][CH2:18][OH:19])[O:12][C:11](=[O:27])[N:10]([C@H:8]([C:5]3[CH:6]=[CH:7][C:2]([C:34]4[CH:35]=[N:36][CH:37]=[C:32]([CH:33]=4)[C:30]([O:29][CH3:28])=[O:31])=[CH:3][CH:4]=3)[CH3:9])[CH2:15][CH2:14]2)=[CH:21][CH:22]=1 |f:2.3.4,^1:55,74|. Procedure details: A mixture of (R)-3-((S)-1-(4-bromophenyl)ethyl)-6-(4-fluorophenyl)-6-(3-hydroxypropyl)-1,3-oxazinan-2-one (250 mg, 0.6 mmol), 5-(methoxycarbonyl)pyridin-3-ylboronic acid (163 mg, 0.9 mmol), PdCl2(PPh3)2 (50 mg, 20%) and aqueous Cs2CO3 solution (2 M, 2 mL) in 1,4-dioxane (6 mL) was heated to reflux at 100° C. overnight under N2. The mixture was filtered, and the filtrate was extracted with EtOAc for 3 times. The combined organic layer was washed with brine, dried over Na2SO4 and concentrated to t... The reactants are COC1=C(C=C(C=O)C=C1)C1=CC=CC=C1 (4-Methoxy-3-phenylbenzaldehyde), CC1=C2CC(NC2=CC=C1Cl)=O (4-methyl-5-chloro-2-oxindole). The product is ClC=1C(=C2C(C(NC2=CC1)=O)=CC=1C=C(C(=CC1)OC)C1=CC=CC=C1)C (5-chloro-3-(6-methoxybiphenyl-3-ylmethylene)-4-methyl-1,3-dihydroindol-2-one). Reaction SMILES: [CH3:1][O:2][C:3]1[CH:10]=[CH:9][C:6]([CH:7]=O)=[CH:5][C:4]=1[C:11]1[CH:16]=[CH:15][CH:14]=[CH:13][CH:12]=1.[CH3:17][C:18]1[C:26]([Cl:27])=[CH:25][CH:24]=[C:23]2[C:19]=1[CH2:20][C:21](=[O:28])[NH:22]2>>[Cl:27][C:26]1[C:18]([CH3:17])=[C:19]2[C:23](=[CH:24][CH:25]=1)[NH:22][C:21](=[O:28])[C:20]2=[CH:7][C:6]1[CH:5]=[C:4]([C:11]2[CH:16]=[CH:15][CH:14]=[CH:13][CH:12]=2)[C:3]([O:2][CH3:1])=[CH:10][CH:9]=1. Procedure: 4-Methoxy-3-phenylbenzaldehyde was condensed with 4-methyl-5-chloro-2-oxindole to give 0.3 g of 5-chloro-3-(6-methoxybiphenyl-3-ylmethylene)-4-methyl-1,3-dihydroindol-2-one as a yellow-orange solid.